describe an organic reaction: reactants, conditions, products, and yield From a dataset of the Open Reaction Database (ORD), a public repository of structured organic reaction records. Starting materials: OC1=CC=C(C=C1)C(=O)C1=CC=CC=C1 ((4-hydroxy-phenyl)-phenyl-methanone), CN(C(=O)Cl)C1=CC=CC=C1 (N-methyl-N-phenylcarbamoyl chloride), crude product. The product is C(C1=CC=CC=C1)(=O)C1=CC=C(C=C1)OC(N(C1=CC=CC=C1)C)=O (Methyl-phenyl-carbamic acid 4-benzoyl-phenyl ester). RXN SMILES: [OH:1][C:2]1[CH:7]=[CH:6][C:5]([C:8]([C:10]2[CH:15]=[CH:14][CH:13]=[CH:12][CH:11]=2)=[O:9])=[CH:4][CH:3]=1.[CH3:16][N:17]([C:21]1[CH:26]=[CH:25][CH:24]=[CH:23][CH:22]=1)[C:18](Cl)=[O:19]>>[C:8]([C:5]1[CH:4]=[CH:3][C:2]([O:1][C:18](=[O:19])[N:17]([CH3:16])[C:21]2[CH:26]=[CH:25][CH:24]=[CH:23][CH:22]=2)=[CH:7][CH:6]=1)(=[O:9])[C:10]1[CH:11]=[CH:12][CH:13]=[CH:14][CH:15]=1. Procedure details: The title product was prepared from (4-hydroxy-phenyl)-phenyl-methanone and N-methyl-N-phenylcarbamoyl chloride. The crude product was subjected to preparative HPLC (36%, colorless oil). HPLC-MS: m/z=332.2 (M+1); Rt: 4.42 min. Starting materials: BrC1=CC=CC(=N1)N1CCN(CC1)C(=O)OC(C)(C)C (tert.butyl 4-(6-bromo-pyridin-2-yl)-piperazine-1-carboxylate), C1(=CC=CC=C1)OB(O)O (phenylboric acid), [F-].[Cs+] (caesium fluoride), C(C)(C)(C)P(C1=C(C=CC=C1)C1=CC=CC=C1)C(C)(C)C (2-(di-t-butylphosphino)-biphenyl). The reagents and catalysts are C(C)(=O)[O-].[Pd+2].C(C)(=O)[O-] (palladium acetate). Run in O (water), O1CCOCC1 (dioxane). Conditions: temperature 50 celsius, time 6 hour. Product: C1(=CC=CC=C1)C1=CC=CC(=N1)N1CCN(CC1)C(=O)OC(C)(C)C (tert.butyl 4-(6-phenyl-pyridin-2-yl)-piperazine-1-carboxylate). Reaction SMILES: Br[C:2]1[N:7]=[C:6]([N:8]2[CH2:13][CH2:12][N:11]([C:14]([O:16][C:17]([CH3:20])([CH3:19])[CH3:18])=[O:15])[CH2:10][CH2:9]2)[CH:5]=[CH:4][CH:3]=1.[C:21]1(OB(O)O)[CH:26]=[CH:25][CH:24]=[CH:23][CH:22]=1.[F-].[Cs+].C(P(C(C)(C)C)C1C=CC=CC=1C1C=CC=CC=1)(C)(C)C>O1CCOCC1.O.C([O-])(=O)C.[Pd+2].C([O-])(=O)C>[C:21]1([C:2]2[N:7]=[C:6]([N:8]3[CH2:13][CH2:12][N:11]([C:14]([O:16][C:17]([CH3:20])([CH3:19])[CH3:18])=[O:15])[CH2:10][CH2:9]3)[CH:5]=[CH:4][CH:3]=2)[CH:26]=[CH:25][CH:24]=[CH:23][CH:22]=1 |f:2.3,7.8.9|. Procedure: A mixture of 2 g (5.84 mmol) of tert.butyl 4-(6-bromo-pyridin-2-yl)-piperazine-1-carboxylate, 0.75 g (6.15 mmol) of phenylboric acid, 2.66 g (17.52 mmol) of caesium fluoride, 0.045 g (0.15 mmol) of 2-(di-t-butylphosphino)-biphenyl and 0.013 g (0.06 mmol) of palladium acetate in 20 ml of dioxane is stirred for six hours at 50° C. under nitrogen. Then it is diluted with water and the reaction mixture is extracted with ethyl acetate. The organic phase is separated off and dried over sodium sulphate... The reactants are NN1C(C2=CC=CC=C2C(=N1)N1CCOCC1)=O (2-amino-4-morpholinophthalazin-1(2H)-one), CS(=O)(=O)C1=CC=C(C=C1)CC(=O)O (2-(4-(methylsulfonyl)phenyl)acetic acid). Product: CS(=O)(=O)C1=CC=C(C=C1)CC(=O)NN1C(C2=CC=CC=C2C(=N1)N1CCOCC1)=O (2-[4-(methylsulfonyl)phenyl]-N-[4-(morpholin-4-yl)-1-oxophthalazin-2(1H)-yl]acetamide). As a reaction SMILES: [NH2:1][N:2]1[N:11]=[C:10]([N:12]2[CH2:17][CH2:16][O:15][CH2:14][CH2:13]2)[C:9]2[C:4](=[CH:5][CH:6]=[CH:7][CH:8]=2)[C:3]1=[O:18].[CH3:19][S:20]([C:23]1[CH:28]=[CH:27][C:26]([CH2:29][C:30](O)=[O:31])=[CH:25][CH:24]=1)(=[O:22])=[O:21]>>[CH3:19][S:20]([C:23]1[CH:28]=[CH:27][C:26]([CH2:29][C:30]([NH:1][N:2]2[N:11]=[C:10]([N:12]3[CH2:17][CH2:16][O:15][CH2:14][CH2:13]3)[C:9]3[C:4](=[CH:5][CH:6]=[CH:7][CH:8]=3)[C:3]2=[O:18])=[O:31])=[CH:25][CH:24]=1)(=[O:21])=[O:22]. Procedure: The product of Example 1B and 2-(4-(methylsulfonyl)phenyl)acetic acid were treated using a method similar to that described in Example 111 to give the title compound. 1H NMR (500 MHz, DMSO-d6/Deuterium Oxide) δ ppm 8.25-8.35 (m, 1H), 7.97-8.05 (m, 2H), 7.91-7.93 (m, 3H), 7.65-7.67 (m, 2H), 3.83 (s, 3H), 3.82 (d, J=8.4 Hz, 2H), 3.35-3.63 (m, 1H), 3.21 (s, 3H), 3.08-3.11 (m, 4H); MS (ESI+) M/Z 443 (M+H)+.